This data is from the Open Reaction Database (ORD), a public repository of structured organic reaction records. The task is: describe an organic reaction: reactants, conditions, products, and yield The reactants are O[C@H]1[C@@H](C=CC1)N (trans-4-hydroxy-3-amino-cyclopentene), O1CCCC1 (tetrahydrofuran), COC1C(C(=O)Cl)=CC=CC1=C=O (o-methoxy-carbonylbenzoylchloride). Run in C(C)N(CC)CC (triethylamine). Product: O[C@H]1[C@@H](C=CC1)N1C(C=2C(C1=O)=CC=CC2)=O (Trans-4-hydroxy-3-phthalimidocyclopentene). Reaction SMILES: [OH:1][C@@H:2]1[CH2:6][CH:5]=[CH:4][C@H:3]1[NH2:7].[O:8]1CCC[CH2:9]1.CO[CH:15]1[C:23](=[C:24]=[O:25])[CH:22]=[CH:21][CH:20]=[C:16]1C(Cl)=O>C(N(CC)CC)C>[OH:1][C@@H:2]1[CH2:6][CH:5]=[CH:4][C@H:3]1[N:7]1[C:9](=[O:8])[C:15]2=[CH:16][CH:20]=[CH:21][CH:22]=[C:23]2[C:24]1=[O:25]. Reported procedure: A quantity of dl-trans-4-hydroxy-3-amino-cyclopentene is dissolved in 450 ml. of tetrahydrofuran and 87 ml. (0.60M) of triethylamine. The solution is cooled to 0° and treated dropwise with 59.6 g. (0.3M) of o-methoxy-carbonylbenzoylchloride over 50 min. The reaction is then allowed to warm to 25°. After 66 hours the reaction is partitioned between ethyl acetate and water. The ethyl acetate layer is dried over magnesium sulfate and distilled in vacuo to yield 62.4 g. of residual oil. This is chro... Reactants: ClC1=NC(=NC(=C1)C(F)(F)F)C1=CC=NC=C1 (4-chloro-2-(4-pyridinyl)-6-(trifluoromethyl)pyrimidine), NC1=CC(=C(C=C1C)O)C (4-amino-2,5-dimethylphenol). Yields the product CC1=C(NC2=NC(=NC(=C2)C(F)(F)F)C2=CC=NC=C2)C=C(C(=C1)O)C (4-(2,5-Dimethyl-4-hydroxyanilino)-2-(4-pyridinyl)-6-(trifluoromethyl)pyrimidine), solid. RXN SMILES: Cl[C:2]1[CH:7]=[C:6]([C:8]([F:11])([F:10])[F:9])[N:5]=[C:4]([C:12]2[CH:17]=[CH:16][N:15]=[CH:14][CH:13]=2)[N:3]=1.[NH2:18][C:19]1[C:24]([CH3:25])=[CH:23][C:22]([OH:26])=[C:21]([CH3:27])[CH:20]=1>>[CH3:25][C:24]1[CH:23]=[C:22]([OH:26])[C:21]([CH3:27])=[CH:20][C:19]=1[NH:18][C:2]1[CH:7]=[C:6]([C:8]([F:11])([F:10])[F:9])[N:5]=[C:4]([C:12]2[CH:17]=[CH:16][N:15]=[CH:14][CH:13]=2)[N:3]=1. Reported procedure: The title compound was prepared from a mixture of 4-chloro-2-(4-pyridinyl)-6-(trifluoromethyl)pyrimidine (50 mg, 0.193 mmol) and 4-amino-2,5-dimethylphenol (40 mg, 0.290 mmol) similar to Example 117 and isolated as a white solid (2 mg). 1H NMR (CDCl3): 8.77 (d, J=6.0 Hz, 2H), 8.27 (d, J=6.3 Hz, 2H), 7.05 (s, 1H), 6.86 (s, 1H), 6.77 (s, 1H), 6.47 (s, 1H), 5.25 (bs, 1H), 2.26 (s, 3H), 2.19 (s, 3H). Reactants: C1CCOC1, Cc1ccc(N)cc1, [Li]CCCC, CC1=Cc2cccc([Si](C)(C)Cl)c2C1. Product: CC1=Cc2cccc([Si](C)(C)Nc3ccc(C)cc3)c2C1. Reaction SMILES: [CH2:28]1[O:29][CH2:30][CH2:31][CH2:32]1.[CH3:1][c:2]1[cH:3][cH:4][c:5]([NH2:6])[cH:7][cH:8]1.[CH3:9][CH2:10][CH2:11][CH2:12][Li:13].[Cl:14][Si:15]([c:16]1[cH:17][cH:18][cH:19][c:20]2[c:24]1[CH2:23][C:22]([CH3:25])=[CH:21]2)([CH3:26])[CH3:27]>>[CH3:1][c:2]1[cH:3][cH:4][c:5]([NH:6][Si:15]([c:16]2[cH:17][cH:18][cH:19][c:20]3[c:24]2[CH2:23][C:22]([CH3:25])=[CH:21]3)([CH3:26])[CH3:27])[cH:7][cH:8]1. The reactants are CCOP(OCC)OCC, CC(C)c1ncc([N+](=O)[O-])n1C, CC(=O)O, [K+], O, CN(C)P(=O)(N(C)C)N(C)C, [OH-], O. The product is Cn1c([N+](=O)[O-])cnc1C(C)(C)O. RXN SMILES: [CH2:1]([O:3][P:2]([O:4][CH2:5][CH3:6])[O:7][CH2:8][CH3:9])[CH3:10].[CH3:13][n:14]1[c:15]([CH:22]([CH3:23])[CH3:24])[n:16][cH:17][c:18]1[N+:19](=[O:20])[O-:21].[CH3:38][C:39](=[O:40])[OH:41].[K+:12].[O:25].[O:26]=[P:27]([N:28]([CH3:29])[CH3:30])([N:31]([CH3:32])[CH3:33])[N:34]([CH3:35])[CH3:36].[OH-:11].[OH2:37]>>[OH:3][C:22]([c:15]1[n:14]([CH3:13])[c:18]([N+:19](=[O:20])[O-:21])[cH:17][n:16]1)([CH3:23])[CH3:24].